From a dataset of the Open Reaction Database (ORD), a public repository of structured organic reaction records. describe an organic reaction: reactants, conditions, products, and yield Starting materials: [Br-].[Br-].[Br-].[NH+]1=CC=CC=C1.[NH+]1=CC=CC=C1.[NH+]1=CC=CC=C1 (Pyridinium tribromide), C(C)(=O)C1=CC=C(C=C1)C=1C=C2C=CC(=NC2=CC1)C(C)=O (1-(6-(4-acetylphenyl)quinolin-2-yl)ethanone), Br (HBr). Run in C(C)(=O)O (acetic acid). Run at temperature 70 celsius, time 6 hour. Yields the product BrCC(=O)C1=NC2=CC=C(C=C2C=C1)C1=CC=C(C=C1)C(CBr)=O (2-bromo-1-(6-(4-(2-bromoacetyl)phenyl)quinolin-2-yl)ethanone). Isolated yield 77.6%. RXN SMILES: [Br-:1].[Br-:2].[Br-].[NH+]1C=CC=CC=1.[NH+]1C=CC=CC=1.[NH+]1C=CC=CC=1.[C:22]([C:25]1[CH:30]=[CH:29][C:28]([C:31]2[CH:32]=[C:33]3[C:38](=[CH:39][CH:40]=2)[N:37]=[C:36]([C:41](=[O:43])[CH3:42])[CH:35]=[CH:34]3)=[CH:27][CH:26]=1)(=[O:24])[CH3:23].Br>C(O)(=O)C>[Br:1][CH2:42][C:41]([C:36]1[CH:35]=[CH:34][C:33]2[C:38](=[CH:39][CH:40]=[C:31]([C:28]3[CH:27]=[CH:26][C:25]([C:22](=[O:24])[CH2:23][Br:2])=[CH:30][CH:29]=3)[CH:32]=2)[N:37]=1)=[O:43] |f:0.1.2.3.4.5|. Procedure details: Pyridinium tribromide (221 mg, 0.691 mmol) was added to a suspension of 1-(6-(4-acetylphenyl)quinolin-2-yl)ethanone (100 mg, 0.346 mmol) and HBr (0.061 mL, 0.35 mmol) in acetic acid (3 mL) the reaction mixture was stirred at 70° C.) for 6 h. The reaction was concentrated under vacuum and the residue was partitioned between aq NaHCO3 (15 mL) and EtOAc (30 mL+10 mL+10 mL). The organic layers were combined, washed with brine, dried, filtered and concentrated to yield crude 2-bromo-1-(6-(4-(2-bromoa... The reactants are CCCCOCCOc1ccc(OB([O-])[O-])cc1, CC(C)CCN1CCC(C(=O)Nc2ccc(CN(C)C3CCOCC3)cc2)=Cc2cc(Br)ccc21, O=C([O-])[O-], CCO, [K+], [K+], O, O, Cc1ccccc1. The product is CCCCOCCOc1ccc(-c2ccc3c(c2)C=C(C(=O)Nc2ccc(CN(C)C4CCOCC4)cc2)CCN3CCC(C)C)cc1. RXN SMILES: [B:36]([O-:37])([O-:52])[O:53][c:38]1[cH:39][cH:40][c:41]([O:44][CH2:45][CH2:46][O:47][CH2:48][CH2:49][CH2:50][CH3:51])[cH:42][cH:43]1.[Br:1][c:2]1[cH:3][cH:4][c:5]2[c:6]([cH:35]1)[CH:7]=[C:8]([C:17](=[O:18])[NH:19][c:20]1[cH:21][cH:22][c:23]([CH2:26][N:27]([CH:28]3[CH2:29][CH2:30][O:31][CH2:32][CH2:33]3)[CH3:34])[cH:24][cH:25]1)[CH2:9][CH2:10][N:11]2[CH2:12][CH2:13][CH:14]([CH3:15])[CH3:16].[C:54](=[O:55])([O-:56])[O-:57].[CH2:62]([OH:63])[CH3:64].[K+:58].[K+:59].[OH2:60].[OH2:61].[c:65]1([CH3:66])[cH:67][cH:68][cH:69][cH:70][cH:71]1>>[c:2]1(-[c:38]2[cH:39][cH:40][c:41]([O:44][CH2:45][CH2:46][O:47][CH2:48][CH2:49][CH2:50][CH3:51])[cH:42][cH:43]2)[cH:3][cH:4][c:5]2[c:6]([cH:35]1)[CH:7]=[C:8]([C:17](=[O:18])[NH:19][c:20]1[cH:21][cH:22][c:23]([CH2:26][N:27]([CH:28]3[CH2:29][CH2:30][O:31][CH2:32][CH2:33]3)[CH3:34])[cH:24][cH:25]1)[CH2:9][CH2:10][N:11]2[CH2:12][CH2:13][CH:14]([CH3:15])[CH3:16]. Reactants: [OH-].[NH4+] (Ammonium hydroxide), C(C)OCC=1N(C2=C(C=[N+](C=3C=CC(=CC23)OCCNC(OC(C)(C)C)=O)[O-])N1)CCC (tert-butyl 2-[(2-ethoxymethyl-5-oxido-1-propyl-1H-imidazo[4,5-c]quinolin-8-yl)oxy]ethylcarbamate), C1(=CC=C(C=C1)S(=O)(=O)Cl)C (p-Toluenesulfonyl chloride). The solvent is ClCCl (Dichloromethane), ClCCl (dichloromethane). Run at time 16 hour. The product is C(C)(C)(C)OC(NCCOC1=CC=2C3=C(C(=NC2C=C1)N)N=C(N3CCC)COCC)=O (tert-butyl[2-(4-amino-2-ethoxymethyl-1-propyl-1H-imidazo[4,5-c]quinolin-8-yloxy)ethyl]carbamate). Reaction SMILES: [OH-].[NH4+:2].[CH2:3]([O:5][CH2:6][C:7]1[N:8]([CH2:32][CH2:33][CH3:34])[C:9]2[C:18]3[CH:17]=[C:16]([O:19][CH2:20][CH2:21][NH:22][C:23](=[O:29])[O:24][C:25]([CH3:28])([CH3:27])[CH3:26])[CH:15]=[CH:14][C:13]=3[N+:12]([O-])=[CH:11][C:10]=2[N:31]=1)[CH3:4].C1(C)C=CC(S(Cl)(=O)=O)=CC=1>ClCCl>[C:25]([O:24][C:23](=[O:29])[NH:22][CH2:21][CH2:20][O:19][C:16]1[CH:15]=[CH:14][C:13]2[N:12]=[C:11]([NH2:2])[C:10]3[N:31]=[C:7]([CH2:6][O:5][CH2:3][CH3:4])[N:8]([CH2:32][CH2:33][CH3:34])[C:9]=3[C:18]=2[CH:17]=1)([CH3:28])([CH3:27])[CH3:26] |f:0.1|. Procedure details: Ammonium hydroxide (50 mL) was added to a solution of tert-butyl 2-[(2-ethoxymethyl-5-oxido-1-propyl-1H-imidazo[4,5-c]quinolin-8-yl)oxy]ethylcarbamate (9.7 g, 22 mmol) in dichloromethane (120 mL), and the mixture was cooled to 10° C. p-Toluenesulfonyl chloride (4.16 g, 21.8 mmol) was added in small portions, while maintaining the reaction temperature below 15° C. The reaction was stirred for 16 hours; a tan precipitate formed. Dichloromethane (500 mL) was added, and the precipitate was isolated ... The reactants are N1=CC=CC=C1 (Pyridine), C(C1=CC=CC=C1)OC(=O)N[C@H](C(=O)OC(C)(C)C)CSC[C@H](CO)O ((R)-tert-butyl 2-(benzyloxycarbonylamino)-3-((S)-2,3-dihydroxypropylthio)propanoate), CS(=O)(=O)Cl (Methanesulfonyl chloride). The reagents and catalysts are CN(C)C=1C=CN=CC1 (DMAP). The solvent is C(Cl)Cl (DCM). Run at time 8 hour. The product is C(C1=CC=CC=C1)OC(=O)N[C@H](C(=O)OC(C)(C)C)CSC[C@H](COS(=O)(=O)C)OS(=O)(=O)C ((R)-tert-butyl 2-(benzyloxycarbonylamino)-3-((S)-2,3-bis(methylsulfonyloxy)propylthio)-propanoate). Reaction SMILES: [CH2:1]([O:8][C:9]([NH:11][C@@H:12]([CH2:20][S:21][CH2:22][C@@H:23]([OH:26])[CH2:24][OH:25])[C:13]([O:15][C:16]([CH3:19])([CH3:18])[CH3:17])=[O:14])=[O:10])[C:2]1[CH:7]=[CH:6][CH:5]=[CH:4][CH:3]=1.N1C=CC=CC=1.[CH3:33][S:34](Cl)(=[O:36])=[O:35]>C(Cl)Cl.CN(C1C=CN=CC=1)C>[CH2:1]([O:8][C:9]([NH:11][C@@H:12]([CH2:20][S:21][CH2:22][C@@H:23]([O:26][S:34]([CH3:33])(=[O:36])=[O:35])[CH2:24][O:25][S:34]([CH3:33])(=[O:36])=[O:35])[C:13]([O:15][C:16]([CH3:17])([CH3:18])[CH3:19])=[O:14])=[O:10])[C:2]1[CH:3]=[CH:4][CH:5]=[CH:6][CH:7]=1. Procedure details: A solution of (R)-tert-butyl 2-(benzyloxycarbonylamino)-3-((S)-2,3-dihydroxypropylthio)propanoate (1 eq) was stirred in dry DCM (0.1M) in an ice bath (0° C.) under an atmosphere of N2. Pyridine (8.0 eq) was then carefully added at 0° C. Methanesulfonyl chloride (4.0 eq) and DMAP (0.1 eq) were added with the reaction slowly warming to room temperature, then stirred overnight. The crude reaction mixture was then loaded directly onto a silica column and purified by flash chromatography on a COMBIFL... Reactants: ClC1=NN2C(C(=CC=C2)C2=CC=C(C=C2)S(=O)(=O)C)=N1 (2-chloro-8-(4-methanesulfonyl-phenyl)-[1,2,4]triazolo[1,5-a]pyridine), C(C)(C)(C)OC(=O)N1CCN(CC1)C1=CC(=CC=C1)N (4-(3-Amino-phenyl)-piperazine-1-carboxylic acid tert-butyl ester), C1(CCCCC1)P(C1=C(C=CC=C1)C1=C(C=CC=C1)P(C1CCCCC1)C1CCCCC1)C1CCCCC1 (2,2′-bis-dicyclohexylphosphanyl-biphenyl). The product is C(C)(C)(C)OC(=O)N1CCN(CC1)C1=CC(=CC=C1)NC1=NN2C(C(=CC=C2)C2=CC=C(C=C2)S(=O)(=O)C)=N1 (4-{3-[8-(4-Methanesulfonyl-phenyl)-[1,2,4]triazolo[1,5-a]pyridin-2-ylamino]-phenyl}-piperazine-1-carboxylic acid tert-butyl ester), foam. Isolated yield 79.0%. Reaction SMILES: Cl[C:2]1[N:20]=[C:5]2[C:6]([C:10]3[CH:15]=[CH:14][C:13]([S:16]([CH3:19])(=[O:18])=[O:17])=[CH:12][CH:11]=3)=[CH:7][CH:8]=[CH:9][N:4]2[N:3]=1.[C:21]([O:25][C:26]([N:28]1[CH2:33][CH2:32][N:31]([C:34]2[CH:39]=[CH:38][CH:37]=[C:36]([NH2:40])[CH:35]=2)[CH2:30][CH2:29]1)=[O:27])([CH3:24])([CH3:23])[CH3:22].C1(P(C2CCCCC2)C2C=CC=CC=2C2C=CC=CC=2P(C2CCCCC2)C2CCCCC2)CCCCC1>>[C:21]([O:25][C:26]([N:28]1[CH2:33][CH2:32][N:31]([C:34]2[CH:39]=[CH:38][CH:37]=[C:36]([NH:40][C:2]3[N:20]=[C:5]4[C:6]([C:10]5[CH:15]=[CH:14][C:13]([S:16]([CH3:19])(=[O:18])=[O:17])=[CH:12][CH:11]=5)=[CH:7][CH:8]=[CH:9][N:4]4[N:3]=3)[CH:35]=2)[CH2:30][CH2:29]1)=[O:27])([CH3:24])([CH3:22])[CH3:23]. Procedure: 179 c) 4-{3-[8-(4-Methanesulfonyl-phenyl)-[1,2,4]triazolo[1,5-a]pyridin-2-ylamino]-phenyl}-piperazine-1-carboxylic acid tert-butyl ester was prepared from 2-chloro-8-(4-methanesulfonyl-phenyl)-[1,2,4]triazolo[1,5-a]pyridine (500.0 mg, 1.625 mmol) and 4-(3-Amino-phenyl)-piperazine-1-carboxylic acid tert-butyl ester (500.0 mg, 1.803 mmol) with 2,2′-bis-dicyclohexylphosphanyl-biphenyl (90.0 mg, 0.165 mmol) as the ligand in a manner analogous to Example 2d. Product isolated as a yellow foam (0.70 g,...